This data is from the Open Reaction Database (ORD), a public repository of structured organic reaction records. The task is: describe an organic reaction: reactants, conditions, products, and yield Reactants: BrC=1C=C(C=CC1)C(C\C(=N/O)\C1=CC=NC=C1)C1=CC=CC=C1 ((E)-3-(3-Bromo-phenyl)-3-phenyl-1-pyridin-4-yl-propan-1-one oxime), C(=O)=O (carbon dioxide). Run in C1CCOC1 (THF). Run at temperature 0 celsius, time 15 minute. The product is O\N=C(/CC(C1=CC=CC=C1)C=1C=C(C(=O)O)C=CC1)\C1=CC=NC=C1 (3-{3-[(E)-hydroxyimino]-1-phenyl-3-pyridin-4-yl-propyl}-benzoic acid). The yield is 29.0%. Reaction SMILES: Br[C:2]1[CH:3]=[C:4]([CH:8]([C:19]2[CH:24]=[CH:23][CH:22]=[CH:21][CH:20]=2)[CH2:9]/[C:10](/[C:13]2[CH:18]=[CH:17][N:16]=[CH:15][CH:14]=2)=[N:11]\[OH:12])[CH:5]=[CH:6][CH:7]=1.[C:25](=[O:27])=[O:26]>C1COCC1>[OH:12]/[N:11]=[C:10](/[C:13]1[CH:18]=[CH:17][N:16]=[CH:15][CH:14]=1)\[CH2:9][CH:8]([C:4]1[CH:3]=[C:2]([CH:7]=[CH:6][CH:5]=1)[C:25]([OH:27])=[O:26])[C:19]1[CH:20]=[CH:21][CH:22]=[CH:23][CH:24]=1. Reported procedure: At −78° C., to a solution of (E)-3-(3-bromo-phenyl)-3-phenyl-1-pyridin-4-yl-propan-1-one oxime (60 mg, example 12) in THF (1.5 mL) n-BuLi (1.6 M in hexane, 0.11 mL) was added dropwise. After stirring for 30 mins at that temperature carbon dioxide gas was bubbled into the solution for 5 min at −78° C. The reaction mixture was then warmed up to 0° C. and stirred for 15 min. The reaction was quenched by adding 1N aqueous KHSO4 solution, the phases were separated and the inorganic one was extracted ... Starting materials: S(=O)(=O)(Cl)Cl (Sulfuryl chloride), C(C)ON=C(C(=O)OCC)C(C)=O (ethyl 2-ethoxyimino-3-oxobutyrate), resultant solution, O (water). Run in C(C)(=O)O (acetic acid). Product: C(C)ON=C(C(=O)OCC)C(CCl)=O (ethyl 2-ethoxyimino-3-oxo-4-chlorobutyrate). Isolated yield 93.1%. RXN SMILES: S(Cl)([Cl:4])(=O)=O.[CH2:6]([O:8][N:9]=[C:10]([C:16](=[O:18])[CH3:17])[C:11]([O:13][CH2:14][CH3:15])=[O:12])[CH3:7].O>C(O)(=O)C>[CH2:6]([O:8][N:9]=[C:10]([C:16](=[O:18])[CH2:17][Cl:4])[C:11]([O:13][CH2:14][CH3:15])=[O:12])[CH3:7]. Reported procedure: Sulfuryl chloride (35.2 g.) was added all at once to the stirred solution of ethyl 2-ethoxyimino-3-oxobutyrate (syn isomer, 48.9 g.) in acetic acid (49 ml.) at room temperature, and stirred at the same temperature for an hour. After adding the resultant solution into water (200 ml.), the solution was extracted with methylene chloride. The extract was washed with a saturated aqueous solution of sodium chloride, neutralized with an aqueous solution of sodium bicarbonate and washed with water. The ... The reactants are P(O)(O)(O)=O (phosphoric acid), NbOPO4, [O-2].[Nb+5].[O-2].[O-2].[O-2].[O-2].[Nb+5] (niobium oxide), P(O)(O)(O)=O (phosphoric acid). The product is P(=O)([O-])([O-])[O-].[Nb+5].P(=O)([O-])([O-])[O-].P(=O)([O-])([O-])[O-].P(=O)([O-])([O-])[O-].P(=O)([O-])([O-])[O-].[Nb+5].[Nb+5] (Niobium Phosphate). As a reaction SMILES: [P:1](=[O:5])([OH:4])([OH:3])[OH:2].[O-2].[Nb+5:7].[O-2].[O-2].[O-2].[O-2].[Nb+5]>>[P:1]([O-:5])([O-:4])([O-:3])=[O:2].[Nb+5:7].[P:1]([O-:5])([O-:4])([O-:3])=[O:2].[P:1]([O-:5])([O-:4])([O-:3])=[O:2].[P:1]([O-:5])([O-:4])([O-:3])=[O:2].[P:1]([O-:5])([O-:4])([O-:3])=[O:2].[Nb+5:7].[Nb+5:7] |f:1.2.3.4.5.6.7,8.9.10.11.12.13.14.15|. Procedure details: Niobic acid, Nb2O5 ·xH2O (60.33 g; 0.211 mole) is stirred in 85 percent phosphoric acid (600 g; 5.22 moles) at 150° C. The niobium oxide dissolves to form a pink solution, and upon further heating a precipitate forms. The precipitate is boiled in the phosphoric acid solution for about 2 hours with stirring. The mixture is cooled to room temperature, and the liquid is decanted from the precipitate. Water (500 ml) is added to the precipitate with stirring, and the precipitate is filtered. The wash... The reactants are O1CCOC12CCC(CC2)OCC(C)(O)C (1-(1,4-dioxaspiro[4.5]dec-8-yloxy)-2-methylpropan-2-ol), Cl (hydrochloric acid), CC(=O)C (acetone). The solvent is O (water). Reaction conditions: time 16 hour. Product: OC(COC1CCC(CC1)=O)(C)C (4-(2-hydroxy-2-methylpropoxy)cyclohexanone). The yield is 72.7%. RXN SMILES: O1[C:5]2([CH2:10][CH2:9][CH:8]([O:11][CH2:12][C:13]([CH3:16])([OH:15])[CH3:14])[CH2:7][CH2:6]2)[O:4]CC1.Cl.CC(C)=O>O>[OH:15][C:13]([CH3:16])([CH3:14])[CH2:12][O:11][CH:8]1[CH2:9][CH2:10][C:5](=[O:4])[CH2:6][CH2:7]1. Procedure: A mixture of 1-(1,4-dioxaspiro[4.5]dec-8-yloxy)-2-methylpropan-2-ol (5.53 g), 3N hydrochloric acid (30 mL) and acetone (30 mL) was stirred at room temperature for 16 hr. The reaction mixture was diluted with water, and the mixture was extracted with ethyl acetate. The extract was washed with saturated brine, and dried over anhydrous magnesium sulfate. The solvent was evaporated under reduced pressure, and the residue was purified by silica gel chromatography [eluent: hexane/ethyl acetate=80/20→6...